Dataset: the Open Reaction Database (ORD), a public repository of structured organic reaction records. Task: describe an organic reaction: reactants, conditions, products, and yield Starting materials: COC(=O)c1cc(Br)cc2cc[nH]c12, ClCCl, O=CC1CCSCC1. Product: COC(=O)c1cc(Br)cc2c(CC3CCSCC3)c[nH]c12. Reaction SMILES: [CH3:9][O:10][C:11](=[O:12])[c:13]1[cH:14][c:15]([Br:22])[cH:16][c:17]2[cH:18][cH:19][nH:20][c:21]12.[Cl:23][CH2:24][Cl:25].[S:1]1[CH2:2][CH2:3][CH:4]([CH:7]=[O:8])[CH2:5][CH2:6]1>>[S:1]1[CH2:2][CH2:3][CH:4]([CH2:7][c:18]2[c:17]3[cH:16][c:15]([Br:22])[cH:14][c:13]([C:11]([O:10][CH3:9])=[O:12])[c:21]3[nH:20][cH:19]2)[CH2:5][CH2:6]1. Reactants: CO, N#CCc1ccc(Cl)cc1, [Na+], [OH-], O=Cc1ccco1. Product: N#CC(=Cc1ccco1)c1ccc(Cl)cc1. As a reaction SMILES: [CH3:20][OH:21].[Cl:1][c:2]1[cH:3][cH:4][c:5]([CH2:6][C:7]#[N:8])[cH:9][cH:10]1.[Na+:19].[OH-:18].[o:11]1[c:12]([CH:16]=[O:17])[cH:13][cH:14][cH:15]1>>[Cl:1][c:2]1[cH:3][cH:4][c:5]([C:6]([C:7]#[N:8])=[CH:16][c:12]2[o:11][cH:15][cH:14][cH:13]2)[cH:9][cH:10]1. Starting materials: BrCc1ccccc1, Cl, CN1CCc2cc(NC(=O)CCNCc3cccc(N=C(N)c4cccs4)c3)ccc21. The product is Cl, NC(=Nc1cccc(CNCCC(=O)Nc2ccc3c(c2)CCN3Cc2ccccc2)c1)c1cccs1. As a reaction SMILES: [Br:33][CH2:34][c:35]1[cH:36][cH:37][cH:38][cH:39][cH:40]1.[ClH:1].[NH2:2][C:3]([c:4]1[s:5][cH:6][cH:7][cH:8]1)=[N:9][c:10]1[cH:11][c:12]([CH2:13][NH:14][CH2:15][CH2:16][C:17](=[O:18])[NH:19][c:20]2[cH:21][c:22]3[c:26]([cH:27][cH:28]2)[N:25]([CH3:29])[CH2:24][CH2:23]3)[cH:30][cH:31][cH:32]1>>[ClH:1].[NH2:2][C:3]([c:4]1[s:5][cH:6][cH:7][cH:8]1)=[N:9][c:10]1[cH:11][c:12]([CH2:13][NH:14][CH2:15][CH2:16][C:17](=[O:18])[NH:19][c:20]2[cH:21][c:22]3[c:26]([cH:27][cH:28]2)[N:25]([CH2:29][c:35]2[cH:36][cH:37][cH:38][cH:39][cH:40]2)[CH2:24][CH2:23]3)[cH:30][cH:31][cH:32]1. The reactants are methyl ester, C(CCCCCCCCCCCCC)(=O)OC(C)C (isopropyl myristate), isoparaffin hydrocarbons, CC(C)C1CCC2C(=C1)CCC3C2(CCCC3(C)C(=O)O)C (dihydroabietic acid), C(C1=CC=CC=C1)(=O)OCC1=CC=CC=C1 (benzyl benzoate). Yields the product O=CC1=CC(OCC)=C(O)C=C1 (ethyl vanillin). As a reaction SMILES: CC(C1C=C2CC[CH:12]3[C:17]([C:19]([OH:21])=O)(C)[CH2:16][CH2:15][CH2:14][C:13]3(C)C2CC1)C.[C:23](OCC1C=CC=CC=1)(=[O:30])[C:24]1C=CC=CC=1.C(OC(C)C)(=[O:53])CCCCCCCCCCCCC>>[O:21]=[CH:19][C:17]1[CH:16]=[CH:15][C:14]([OH:53])=[C:13]([O:30][CH2:23][CH3:24])[CH:12]=1. Reported procedure: The foregoing formula may require a solubilizing agent, e.g., the methyl ester of dihydroabietic acid (commerical name:HERCOLYN D®), benzyl benzoate, isopropyl myristate and/or C12 -C14 isoparaffin hydrocarbons.